Dataset: the Open Reaction Database (ORD), a public repository of structured organic reaction records. Task: describe an organic reaction: reactants, conditions, products, and yield Reactants: COC1=CC=C(C=C1)P(C1=CC=C(C=C1)OC)C1=CC=C(C=C1)OC (tris(4-methoxyphenyl)phosphine), CI (methyl iodide). Product: [I-].C[P+](C1=CC=C(C=C1)OC)(C1=CC=C(C=C1)OC)C1=CC=C(C=C1)OC (methyltris(4-methoxyphenyl)phosphonium iodide). Yield: 93.2%. As a reaction SMILES: [CH3:1][O:2][C:3]1[CH:8]=[CH:7][C:6]([P:9]([C:18]2[CH:23]=[CH:22][C:21]([O:24][CH3:25])=[CH:20][CH:19]=2)[C:10]2[CH:15]=[CH:14][C:13]([O:16][CH3:17])=[CH:12][CH:11]=2)=[CH:5][CH:4]=1.[CH3:26][I:27]>>[I-:27].[CH3:26][P+:9]([C:18]1[CH:19]=[CH:20][C:21]([O:24][CH3:25])=[CH:22][CH:23]=1)([C:6]1[CH:7]=[CH:8][C:3]([O:2][CH3:1])=[CH:4][CH:5]=1)[C:10]1[CH:15]=[CH:14][C:13]([O:16][CH3:17])=[CH:12][CH:11]=1 |f:2.3|. Reported procedure: Starting from 10.4 g (29.5 mmol) of tris(4-methoxyphenyl)phosphine and 6.7 g (48 mmol, 1.6 eq) of methyl iodide, 13.6 g (27.5 mmol, 93.3%) of methyltris(4-methoxyphenyl)phosphonium iodide was obtained: mp 220.1°-221.9° C.; Starting materials: S(O)(O)(=O)=O (sulfuric acid), ClC1=CC=C(CC2=C3CCC(C3=CC=C2)C#N)C=C1 (4-(p-chlorobenzyl)indan-1-carbonitrile), O (water). The product is ClC1=CC=C(CC2=C3CCC(C3=CC=C2)C(=O)O)C=C1 (4-(p-chlorobenzyl)indan-1-carboxylic acid). Reaction SMILES: S(=O)(=O)(O)[OH:2].[Cl:6][C:7]1[CH:24]=[CH:23][C:10]([CH2:11][C:12]2[CH:20]=[CH:19][CH:18]=[C:17]3[C:13]=2[CH2:14][CH2:15][CH:16]3[C:21]#N)=[CH:9][CH:8]=1.[OH2:25]>>[Cl:6][C:7]1[CH:24]=[CH:23][C:10]([CH2:11][C:12]2[CH:20]=[CH:19][CH:18]=[C:17]3[C:13]=2[CH2:14][CH2:15][CH:16]3[C:21]([OH:2])=[O:25])=[CH:9][CH:8]=1. Procedure: To 60 ml. of 60% sulfuric acid is added 3.0 g. of 4-(p-chlorobenzyl)indan-1-carbonitrile and the mixture is refluxed in a current of nitrogen gas for 2 hours. After cooling, water is added and the mixture is extracted with ether. The ethereal solution is washed with water and extracted with a 5 % aqueous solution of potassium carbonate. The extract is rendered acidic with hydrochloric acid and the resultant precipitate is extracted with chloroform. The chloroform layer is washed with water and d... Reactants: BrC=1C=C(C=CC1)NC(OC1=CC=CC=C1)=O (phenyl N-(3-bromophenyl)carbamate), O1CCCC1 (tetrahydrofuran), O1CCCC1 (tetrahydrofuran), C(C1=CC=CC=C1)NCC1=CC=CC=C1 (dibenzylamine). Solvent: CCCCCC (hexane). The product is C(C1=CC=CC=C1)N(C(=O)NC1=CC(=CC=C1)Br)CC1=CC=CC=C1 (1,1-di-benzyl-3-(3-bromophenyl)urea). As a reaction SMILES: [Br:1][C:2]1[CH:3]=[C:4]([NH:8][C:9](=[O:17])OC2C=CC=CC=2)[CH:5]=[CH:6][CH:7]=1.O1CCCC1.[CH2:23]([NH:30][CH2:31][C:32]1[CH:37]=[CH:36][CH:35]=[CH:34][CH:33]=1)[C:24]1[CH:29]=[CH:28][CH:27]=[CH:26][CH:25]=1>CCCCCC>[CH2:31]([N:30]([CH2:23][C:24]1[CH:29]=[CH:28][CH:27]=[CH:26][CH:25]=1)[C:9]([NH:8][C:4]1[CH:5]=[CH:6][CH:7]=[C:2]([Br:1])[CH:3]=1)=[O:17])[C:32]1[CH:37]=[CH:36][CH:35]=[CH:34][CH:33]=1. Reported procedure: A solution of 1.46 g. of phenyl N-(3-bromophenyl)carbamate in 15 ml. of tetrahydrofuran is added to a solution of 2.32 g. of dibenzylamine in 20 ml. of tetrahydrofuran and the mixture is stirred under reflux for 24 hours. The mixture is diluted with hexane and the precipitate collected by filtration. Recrystallization from pentane affords 1,1-di-benzyl-3-(3-bromophenyl)urea, m.p. 102°-103° C. Reactants: COc1ccc(-c2cc(S(=O)(=O)O)c3ccncc3c2)cc1, O=C(Cl)C(=O)Cl, ClCCCl, CN(C)C=O. Yields the product COc1ccc(-c2cc(S(=O)(=O)Cl)c3ccncc3c2)cc1. RXN SMILES: [CH3:1][O:2][c:3]1[cH:4][cH:5][c:6](-[c:9]2[cH:10][c:11]([S:19](=[O:20])(=[O:21])[OH:22])[c:12]3[cH:13][cH:14][n:15][cH:16][c:17]3[cH:18]2)[cH:7][cH:8]1.[Cl:28][C:29]([C:30]([Cl:31])=[O:32])=[O:33].[Cl:34][CH2:35][CH2:36][Cl:37].[O:23]=[CH:24][N:25]([CH3:26])[CH3:27]>>[CH3:1][O:2][c:3]1[cH:4][cH:5][c:6](-[c:9]2[cH:10][c:11]([S:19](=[O:20])(=[O:22])[Cl:28])[c:12]3[cH:13][cH:14][n:15][cH:16][c:17]3[cH:18]2)[cH:7][cH:8]1. The reactants are FC1=C(C(=O)C2=CNC3=NC=C(C=C32)C(=O)O)C(=CC=C1NS(=O)(=O)CCC)F (3-[2,6-difluoro-3-(propane-1-sulfonylamino)-benzoyl]-1H-pyrrolo[2,3-b]pyridine-5-carboxylic acid), N1=CC(=CC=C1)N (pyridin-3-ylamine). The product is N1=CC(=CC=C1)NC(=O)C=1C=C2C(=NC1)NC=C2C(C2=C(C(=CC=C2F)NS(=O)(=O)CCC)F)=O (3-[2,6-Difluoro-3-(propane-1-sulfonylamino)-benzoyl]-1H-pyrrolo[2,3-b]pyridine-5-carboxylic acid pyridin-3-ylamide). RXN SMILES: [F:1][C:2]1[C:21]([NH:22][S:23]([CH2:26][CH2:27][CH3:28])(=[O:25])=[O:24])=[CH:20][CH:19]=[C:18]([F:29])[C:3]=1[C:4]([C:6]1[C:14]2[C:9](=[N:10][CH:11]=[C:12]([C:15](O)=[O:16])[CH:13]=2)[NH:8][CH:7]=1)=[O:5].[N:30]1[CH:35]=[CH:34][CH:33]=[C:32]([NH2:36])[CH:31]=1>>[N:30]1[CH:35]=[CH:34][CH:33]=[C:32]([NH:36][C:15]([C:12]2[CH:13]=[C:14]3[C:6]([C:4](=[O:5])[C:3]4[C:18]([F:29])=[CH:19][CH:20]=[C:21]([NH:22][S:23]([CH2:26][CH2:27][CH3:28])(=[O:25])=[O:24])[C:2]=4[F:1])=[CH:7][NH:8][C:9]3=[N:10][CH:11]=2)=[O:16])[CH:31]=1. Reported procedure: 3-[2,6-Difluoro-3-(propane-1-sulfonylamino)-benzoyl]-1H-pyrrolo[2,3-b]pyridine-5-carboxylic acid pyridin-3-ylamide P-1801 is prepared in one step from 3-[2,6-difluoro-3-(propane-1-sulfonylamino)-benzoyl]-1H-pyrrolo[2,3-b]pyridine-5-carboxylic acid 41 and pyridin-3-ylamine 42 as shown in Scheme 6. The reactants are O=C([O-])[O-], [K+], [K+], CN(C)C=O, O, O=C1NC(=O)C(Cc2cccc3c2CCC(=O)N3CCCO)S1, ClC(c1ccccc1)(c1ccccc1)c1ccccc1. Product: O=C1CCc2c(CC3SC(=O)N(C(c4ccccc4)(c4ccccc4)c4ccccc4)C3=O)cccc2N1CCCO. As a reaction SMILES: [C:29](=[O:30])([O-:31])[O-:32].[K+:33].[K+:34].[O:1]=[CH:2][N:3]([CH3:4])[CH3:5].[OH2:55].[OH:6][CH2:7][CH2:8][CH2:9][N:10]1[C:11](=[O:28])[CH2:12][CH2:13][c:14]2[c:15]([CH2:20][CH:21]3[C:22](=[O:27])[NH:23][C:24](=[O:26])[S:25]3)[cH:16][cH:17][cH:18][c:19]21.[c:35]1([C:41]([c:42]2[cH:43][cH:44][cH:45][cH:46][cH:47]2)([c:48]2[cH:49][cH:50][cH:51][cH:52][cH:53]2)[Cl:54])[cH:36][cH:37][cH:38][cH:39][cH:40]1>>[OH:6][CH2:7][CH2:8][CH2:9][N:10]1[C:11](=[O:28])[CH2:12][CH2:13][c:14]2[c:15]([CH2:20][CH:21]3[C:22](=[O:27])[N:23]([C:41]([c:35]4[cH:36][cH:37][cH:38][cH:39][cH:40]4)([c:42]4[cH:43][cH:44][cH:45][cH:46][cH:47]4)[c:48]4[cH:49][cH:50][cH:51][cH:52][cH:53]4)[C:24](=[O:26])[S:25]3)[cH:16][cH:17][cH:18][c:19]21.